Dataset: the Open Reaction Database (ORD), a public repository of structured organic reaction records. Task: describe an organic reaction: reactants, conditions, products, and yield Reactants: O=C([O-])[O-], CI, CN(C)C=O, COc1cc(-c2ncc(C(F)(F)F)[nH]c2=O)c(F)cc1Cl, [K+], [K+], O. The product is COc1cc(-c2ncc(C(F)(F)F)n(C)c2=O)c(F)cc1Cl. RXN SMILES: [C:22](=[O:23])([O-:24])[O-:25].[CH3:28][I:29].[CH3:31][N:32]([CH3:33])[CH:34]=[O:35].[Cl:1][c:2]1[cH:3][c:4]([F:21])[c:5](-[c:10]2[c:11](=[O:20])[nH:12][c:13]([C:16]([F:17])([F:18])[F:19])[cH:14][n:15]2)[cH:6][c:7]1[O:8][CH3:9].[K+:26].[K+:27].[OH2:30]>>[Cl:1][c:2]1[cH:3][c:4]([F:21])[c:5](-[c:10]2[c:11](=[O:20])[n:12]([CH3:22])[c:13]([C:16]([F:17])([F:18])[F:19])[cH:14][n:15]2)[cH:6][c:7]1[O:8][CH3:9]. Reactants: [N+](=[N-])=C(C(=O)OC)C(=O)OC (dimethyl diazomalonate), C1(=CC=CC=C1)C#CC1=CC=CC=C1 (diphenylacetylene), [N+](=[N-])=C(C(=O)OC)C(=O)OC (dimethyl diazomalonate). The reagents and catalysts are CC(=O)CC(=O)C.CC(=O)CC(=O)C.[Cu] (cupric acetylacetonate). Run at temperature 120 celsius, time 8 hour. Yields the product C1(=CC=CC=C1)C=1C(C1C1=CC=CC=C1)(C(=O)OC)C(=O)OC (dimethyl 2.3-diphenylcyclopropene-1,1-dicarboxylate). Yield: 26.8%. Reaction SMILES: [C:1]1([C:7]#[C:8][C:9]2[CH:14]=[CH:13][CH:12]=[CH:11][CH:10]=2)[CH:6]=[CH:5][CH:4]=[CH:3][CH:2]=1.[N+](=[C:17]([C:22]([O:24][CH3:25])=[O:23])[C:18]([O:20][CH3:21])=[O:19])=[N-]>CC(CC(C)=O)=O.CC(CC(C)=O)=O.[Cu]>[C:1]1([C:7]2[C:17]([C:22]([O:24][CH3:25])=[O:23])([C:18]([O:20][CH3:21])=[O:19])[C:8]=2[C:9]2[CH:10]=[CH:11][CH:12]=[CH:13][CH:14]=2)[CH:6]=[CH:5][CH:4]=[CH:3][CH:2]=1 |f:2.3.4|. Reported procedure: A 100 millilater round-bottom flask was equipped with a magnetic stirrer and reflux condenser with N2 inlet. The flask was charged with 25.0 grams (0.140 mole) of diphenylacetylene and 140 milligrams of cupric acetylacetonate. The mixture was heated to 120° C. using an oil bath and 8.85 grams (0.056 mole) of dimethyl diazomalonate was added over 24 hours using a syringe pump. When all of the dimethyl diazomalonate had been added, heating at 120° C. was continued for 8 hours. The diphenylacetylen... Starting materials: CCCN(CCC)Cc1ccc(C(=O)OC)cc1, CO, [Na+], [OH-]. The product is CCCN(CCC)Cc1ccc(C(=O)O)cc1. Reaction SMILES: [CH3:1][O:2][C:3]([c:4]1[cH:5][cH:6][c:7]([CH2:10][N:11]([CH2:12][CH2:13][CH3:14])[CH2:15][CH2:16][CH3:17])[cH:8][cH:9]1)=[O:18].[CH3:21][OH:22].[Na+:20].[OH-:19]>>[O:2]=[C:3]([c:4]1[cH:5][cH:6][c:7]([CH2:10][N:11]([CH2:12][CH2:13][CH3:14])[CH2:15][CH2:16][CH3:17])[cH:8][cH:9]1)[OH:18].